From a dataset of the Open Reaction Database (ORD), a public repository of structured organic reaction records. describe an organic reaction: reactants, conditions, products, and yield Procedure: A mixture of the product from Step B (63 mg, 0.108 mmol, enantiomer A) and PtO2 (2.4 mg, 0.0108 mmol) in MeOH (3 mL) was purged air three times and then backfilled with H2. The mixture was stirred at RT overnight. The suspension was filtered off and filtrate was concentrated to give the title compound which was used for next step without purification. LC/MS m/z=610.7 [M+Na]+. Reagents/catalysts: O=[Pt]=O (PtO2). Run at time 8 hour. RXN SMILES: [Cl:1][C:2]1[CH:7]=[CH:6][C:5]([C:8]([N:17]2[C:25]3[C:20](=[C:21]([N:26]([CH2:31][O:32][CH2:33][CH2:34][Si:35]([CH3:38])([CH3:37])[CH3:36])[S:27]([CH3:30])(=[O:29])=[O:28])[CH:22]=[CH:23][CH:24]=3)[CH:19]=[CH:18]2)([C:11]#[C:12][C:13]([F:16])([F:15])[F:14])[CH2:9][CH3:10])=[CH:4][CH:3]=1>CO.O=[Pt]=O>[Cl:1][C:2]1[CH:7]=[CH:6][C:5]([C:8]([N:17]2[C:25]3[C:20](=[C:21]([N:26]([CH2:31][O:32][CH2:33][CH2:34][Si:35]([CH3:38])([CH3:36])[CH3:37])[S:27]([CH3:30])(=[O:29])=[O:28])[CH:22]=[CH:23][CH:24]=3)[CH:19]=[CH:18]2)([CH2:11][CH2:12][C:13]([F:14])([F:15])[F:16])[CH2:9][CH3:10])=[CH:4][CH:3]=1. Run in CO (MeOH). The reactants are ClC1=CC=C(C=C1)C(CC)(C#CC(F)(F)F)N1C=CC2=C(C=CC=C12)N(S(=O)(=O)C)COCC[Si](C)(C)C (N-(1-(3-(4-chlorophenyl)-6,6,6-trifluorohex-4-yn-3-yl)-1H-indol-4-yl)-N-((2-(trimethylsilyl)ethoxy)methyl)methanesulfonamide). Yields the product ClC1=CC=C(C=C1)C(CC)(CCC(F)(F)F)N1C=CC2=C(C=CC=C12)N(S(=O)(=O)C)COCC[Si](C)(C)C (N-(1-(3-(4-chlorophenyl)-6,6,6-trifluorohexan-3-yl)-1H-indol-4-yl)-N-((2-(trimethylsilyl) ethoxy)methyl)methanesulfonamide). As a reaction SMILES: Cl[C:2]1[N:10]=[CH:9][N:8]=[C:7]2[C:3]=1[N:4]=[CH:5][N:6]2[CH:11]1[CH2:16][CH2:15][CH2:14][CH2:13][O:12]1.[CH2:17]([N:24](C)[CH2:25][CH2:26][CH3:27])[C:18]1[CH:23]=[CH:22][CH:21]=[CH:20][CH:19]=1.[CH2:29](O)CCC>>[CH2:17]([N:24]([C:2]1[N:10]=[CH:9][N:8]=[C:7]2[C:3]=1[N:4]=[CH:5][N:6]2[CH:11]1[CH2:16][CH2:15][CH2:14][CH2:13][O:12]1)[CH2:25][CH:26]([CH3:27])[CH3:29])[C:18]1[CH:19]=[CH:20][CH:21]=[CH:22][CH:23]=1. Yield: 97.0%. Reactants: ClC1=C2N=CN(C2=NC=N1)C1OCCCC1 (6-chloro-9-tetrahydropyran-2-yl purine), C(C1=CC=CC=C1)N(CCC)C (N-benzyl--methylpropylamine), C(CCC)O (butanol). Product: C(C1=CC=CC=C1)N(CC(C)C)C1=C2N=CN(C2=NC=N1)C1OCCCC1 (6-[Benzyl-N-(2-methylpropyl)-amino]-9-tetrahydropyran-2-yl purine). Reported procedure: A mixture of 10.7 g. (40 mmole) 6-chloro-9-tetrahydropyran-2-yl purine, 19.5 g. (120 mmole) N-benzyl--methylpropylamine and 60 ml. butanol is heated under reflux for 16 hours. The reaction mixture is evaporated and the residue is taken up in dichloromethane, washed with dilute acetic acid and subsequently with water, dried over anhydrous sodium sulphate, evaporated and the residue triturated with ligroin. There are obtained 14.2 g. of the title compound (97% of theory); m.p. 93°-95° C. The reactants are CCOC(=O)c1cnc2c3cc(N)ccc3c(C)cn2c1=O, CS(=O)(=O)Cl, c1ccncc1. The product is CCOC(=O)c1cnc2c3cc(NS(C)(=O)=O)ccc3c(C)cn2c1=O. Reaction SMILES: [NH2:1][c:2]1[cH:3][cH:4][c:5]2[c:6]([CH3:22])[cH:7][n:8]3[c:9]([c:10]2[cH:11]1)[n:12][cH:13][c:14]([C:17](=[O:18])[O:19][CH2:20][CH3:21])[c:15]3=[O:16].[S:23](=[O:24])(=[O:25])([CH3:26])[Cl:27].[cH:28]1[cH:29][cH:30][n:31][cH:32][cH:33]1>>[NH:1]([c:2]1[cH:3][cH:4][c:5]2[c:6]([CH3:22])[cH:7][n:8]3[c:9]([c:10]2[cH:11]1)[n:12][cH:13][c:14]([C:17](=[O:18])[O:19][CH2:20][CH3:21])[c:15]3=[O:16])[S:23](=[O:24])(=[O:25])[CH3:26]. Starting materials: C(C)(=O)O (acetic acid), 5-formyl-α-pyrone, N1CCCCC1 (piperidine), 4,6-dimethylpyrimidylamidine hydrochloride, C[O-].[Na+] (sodium methylate), α-vinyl-β-piperidylacrolein, CC1=NC(=NC(=C1)C)C(=N)N (4,6-dimethyl -2-pyrimidine-amidine). The solvent is C(C)#N (acetonitrile), CO (methanol), C(C)#N (acetonitrile). The product is α-vinyl-β-piperidylacrolein, CC1=NC(=NC(=C1C=C)C)C1=NC=CC=N1 (4,6-dimethyl-2-pyrimidyl-5-vinylpyrimidine). Isolated yield 60.9%. Reaction SMILES: N1CC[CH2:4][CH2:3][CH2:2]1.C[O-].[Na+].[CH3:10][C:11]1[CH:16]=[C:15]([CH3:17])[N:14]=[C:13]([C:18]([NH2:20])=[NH:19])[N:12]=1.[C:21](O)(=O)[CH3:22]>C(#N)C.CO>[CH3:10][C:11]1[C:16]([CH:21]=[CH2:22])=[C:15]([CH3:17])[N:14]=[C:13]([C:18]2[N:20]=[CH:4][CH:3]=[CH:2][N:19]=2)[N:12]=1 |f:1.2|. Reported procedure: In a manner similar to that described in Example 13, a solution of α-vinyl-β-piperidylacrolein is prepared from 12.94 g (0.104 mole) of 5-formyl-α-pyrone and 8.84 g or 10.26 ml (0.104 mole) of piperidine in 84 ml of acetonitrile. In a separate reaction vessel, 18.31 g (0.104 mole) of sodium methylate in 70 ml of methanol are added to 19.46 g (0.104 mole) of 4,6-dimethylpyrimidylamidine hydrochloride in order to set free the corresponding base. The acetonitrile solution of α-vinyl-β-piperidylacro... Starting materials: C1OC2(C3=C(C=CC4=C2C=CC(=C4)C(C#N)C)C=CC=C3)OC1 (2-(5,5-ethylenedioxy-5H-dibenzo[a,d]cyclohepten-2-yl)propionitrile), O (water), [OH-].[K+] (potassium hydroxide), Cl (hydrochloric acid). The product is C1OC2(C3=C(C=CC4=C2C=CC(=C4)C(C(=O)O)C)C=CC=C3)OC1 (2-(5,5-ethylenedioxy-5H-dibenzo[a,d]cyclohepten-2-yl)propionic acid). Isolated yield 75.0%. Reaction SMILES: [CH2:1]1[CH2:23][O:22][C:3]2([C:9]3[CH:10]=[CH:11][C:12]([CH:14]([CH3:17])[C:15]#N)=[CH:13][C:8]=3[CH:7]=[CH:6][C:5]3[CH:18]=[CH:19][CH:20]=[CH:21][C:4]2=3)[O:2]1.[OH-:24].[K+].Cl.[OH2:27]>>[CH2:1]1[CH2:23][O:22][C:3]2([C:9]3[CH:10]=[CH:11][C:12]([CH:14]([CH3:17])[C:15]([OH:27])=[O:24])=[CH:13][C:8]=3[CH:7]=[CH:6][C:5]3[CH:18]=[CH:19][CH:20]=[CH:21][C:4]2=3)[O:2]1 |f:1.2|. Procedure details: 0.7 Gm. of 2-(5,5-ethylenedioxy-5H-dibenzo[a,d]cyclohepten-2-yl)propionitrile is refluxed for 9 hours in 40 ml. of water containing 1.1 gm. of potassium hydroxide. The solution is cooled and neutralized with dilute hydrochloric acid, and extracted with ether. The ether extract is washed, dried and evaporated to afford a 75% yield of 2-(5,5-ethylenedioxy-5H-dibenzo[a,d]cyclohepten-2-yl)propionic acid. Use of 2-(5,5-ethylenedioxy)-5H-dibenzo[a,d]cyclohepten-2-yl)acetonitrile gives a similar yield ...